Dataset: the Open Reaction Database (ORD), a public repository of structured organic reaction records. Task: describe an organic reaction: reactants, conditions, products, and yield The reactants are O=C(O)c1ccc(CBr)cc1, CCOP(OCC)OCC, Cc1ccccc1. Product: CCOP(=O)(Cc1ccc(C(=O)O)cc1)OCC. As a reaction SMILES: [Br:11][CH2:12][c:13]1[cH:14][cH:15][c:16]([C:19](=[O:20])[OH:21])[cH:17][cH:18]1.[CH2:1]([CH3:2])[O:3][P:4]([O:5][CH2:6][CH3:7])[O:8][CH2:9][CH3:10].[CH3:22][c:23]1[cH:24][cH:25][cH:26][cH:27][cH:28]1>>[O:3]=[P:4]([O:5][CH2:6][CH3:7])([O:8][CH2:9][CH3:10])[CH2:12][c:13]1[cH:14][cH:15][c:16]([C:19](=[O:20])[OH:21])[cH:17][cH:18]1. Starting materials: BrC1=CC=C(C(=C1C=O)F)F (6-bromo-2,3-difluorobenzaldehyde), C(CS)(=O)OC (methyl thioglycolate). Yields the product BrC1=CC=C(C=2SC(=CC21)C(=O)OC)F (methyl 4-bromo-7-fluorobenzo[b]thiophene-2-carboxylate). RXN SMILES: [Br:1][C:2]1[C:7]([CH:8]=O)=[C:6](F)[C:5]([F:11])=[CH:4][CH:3]=1.[C:12]([O:16][CH3:17])(=[O:15])[CH2:13][SH:14]>>[Br:1][C:2]1[C:7]2[CH:8]=[C:13]([C:12]([O:16][CH3:17])=[O:15])[S:14][C:6]=2[C:5]([F:11])=[CH:4][CH:3]=1. Reported procedure: In a similar manner to Example 9 Method A, 1-(7-fluorobenzo[b]thiophen-4-yl)propan-1-one was prepared starting from 4-bromo-1,2-difluorobenzene (39.7 g). This was lithiated and reacted with dimethylformamide to give 6-bromo-2,3-difluorobenzaldehyde (41.3 g) as a yellow solid. The aldehyde was reacted with methyl thioglycolate (14.6 ml) to give methyl 4-bromo-7-fluorobenzo[b]thiophene-2-carboxylate (31.2 g) as a yellow solid. The ester was hydrolysed to give 4-bromo-7-fluorobenzo[b]thiophene-2-ca...